Dataset: the Open Reaction Database (ORD), a public repository of structured organic reaction records. Task: describe an organic reaction: reactants, conditions, products, and yield Reactants: [OH-].[Li+] (lithium hydroxide), COC([C@H](C\C=C\C1=CC=C(C=C1)N(C1=NC=CC=N1)C(C)C)NC(C1=C(C=CC=C1Cl)Cl)=O)=O ((S,E)-2-(2,6-dichlorobenzamido)-5-[4-(isopropyl-pyrimidin-2-ylamino)phenyl]pent-4-enoic acid methyl ester), O (Water). Solvent: C1CCOC1 (THF). Conditions: temperature 0 celsius, time 40 minute. The product is ClC1=C(C(=O)N[C@H](C(=O)O)C\C=C\C2=CC=C(C=C2)N(C2=NC=CC=N2)C(C)C)C(=CC=C1)Cl ((S,E)-2-(2,6-dichlorobenzamido)-5-[4-(isopropyl-pyrimidin-2-ylamino)phenyl]pent-4-enoic acid). Yield: 0.1%. Reaction SMILES: C[O:2][C:3](=[O:35])[C@@H:4]([NH:24][C:25](=[O:34])[C:26]1[C:31]([Cl:32])=[CH:30][CH:29]=[CH:28][C:27]=1[Cl:33])[CH2:5]/[CH:6]=[CH:7]/[C:8]1[CH:13]=[CH:12][C:11]([N:14]([CH:21]([CH3:23])[CH3:22])[C:15]2[N:20]=[CH:19][CH:18]=[CH:17][N:16]=2)=[CH:10][CH:9]=1.[OH-].[Li+].O>C1COCC1>[Cl:33][C:27]1[CH:28]=[CH:29][CH:30]=[C:31]([Cl:32])[C:26]=1[C:25]([NH:24][C@@H:4]([CH2:5]/[CH:6]=[CH:7]/[C:8]1[CH:9]=[CH:10][C:11]([N:14]([CH:21]([CH3:23])[CH3:22])[C:15]2[N:16]=[CH:17][CH:18]=[CH:19][N:20]=2)=[CH:12][CH:13]=1)[C:3]([OH:35])=[O:2])=[O:34] |f:1.2|. Reported procedure: A solution of (S,E)-2-(2,6-dichlorobenzamido)-5-[4-(isopropyl-pyrimidin-2-ylamino)phenyl]pent-4-enoic acid methyl ester (526.2 g) in THF (15 ml) was cooled to 0° C. To the solution, 0.1N aqueous lithium hydroxide solution (15.4 ml) was added, and the resulting mixture was stirred at 0° C. for 40 minutes. Water (20 ml) was added to the reaction solution and the resulting mixture was washed with ether. Aqueous layer was acidified by adding 1N hydrochloric acid in small portions thereto, and extrac...